Dataset: the Open Reaction Database (ORD), a public repository of structured organic reaction records. Task: describe an organic reaction: reactants, conditions, products, and yield Starting materials: NC1=NC(=NO1)C(C(=O)NC1[C@@H]2N(C(=C(CS2)C=C)C(=O)OC(C2=CC=CC=C2)C2=CC=CC=C2)C1=O)=NOC (benzhydryl 7-[2-(5-amino-1,2,4-oxadiazol-3-yl)-2-methoxyiminoacetamido]-3-vinyl-3-cephem-4-carboxylate), C1(=CC=CC=C1)OC (anisole), C(C)(C)OC(C)C (diisopropyl ether), FC(C(=O)O)(F)F (trifluoroacetic acid). Run in C(Cl)Cl (methylene chloride). Product: NC1=NC(=NO1)C(C(=O)NC1[C@@H]2N(C(=C(CS2)C=C)C(=O)O)C1=O)=NOC (7-[2-(5-amino-1,2,4-oxadiazol-3-yl)-2-methoxyiminoacetamido]-3-vinyl-3-cephem-4-carboxylic acid). The yield is 94.8%. Reaction SMILES: [NH2:1][C:2]1[O:6][N:5]=[C:4]([C:7](=[N:38][O:39][CH3:40])[C:8]([NH:10][CH:11]2[C:36](=[O:37])[N:13]3[C:14]([C:20]([O:22]C(C4C=CC=CC=4)C4C=CC=CC=4)=[O:21])=[C:15]([CH:18]=[CH2:19])[CH2:16][S:17][C@H:12]23)=[O:9])[N:3]=1.C1(OC)C=CC=CC=1.FC(F)(F)C(O)=O.C(OC(C)C)(C)C>C(Cl)Cl>[NH2:1][C:2]1[O:6][N:5]=[C:4]([C:7](=[N:38][O:39][CH3:40])[C:8]([NH:10][CH:11]2[C:36](=[O:37])[N:13]3[C:14]([C:20]([OH:22])=[O:21])=[C:15]([CH:18]=[CH2:19])[CH2:16][S:17][C@H:12]23)=[O:9])[N:3]=1. Procedure: To a suspension of benzhydryl 7-[2-(5-amino-1,2,4-oxadiazol-3-yl)-2-methoxyiminoacetamido]-3-vinyl-3-cephem-4-carboxylate (2.4 g) in methylene chloride (15 ml) and anisole (1.8 g) was added trifluoroacetic acid (4.9 g), and the mixture was stirred at ambient temperature for an hour. To the reaction mixture was added diisopropyl ether (150 ml), and the precipitated material was collected by filtration, followed by suspension in a mixture of ethyl acetate and water, and adjusting to pH 7 with 10% ... The reactants are N#N (N2), C1(CC1)N1C=NC2=C1C(=CC(=C2)B2OC(C(O2)(C)C)(C)C)O[C@H](C)[C@@H]2CC(NC2)=O ((R)-4-((R)-1-((1-cyclopropyl-5-(4,4,5,5-tetramethyl-1,3,2-dioxaborolan-2-yl)-1H-benzo[d]imidazol-7-yl)oxy)ethyl)pyrrolidin-2-one), IC1=NN(C(=C1)C)C (3-iodo-1,5-dimethyl-1H-pyrazole), C(=O)([O-])[O-].[Na+].[Na+] (Na2CO3). The reagents and catalysts are C=1C=CC(=CC1)[P](C=2C=CC=CC2)(C=3C=CC=CC3)[Pd]([P](C=4C=CC=CC4)(C=5C=CC=CC5)C=6C=CC=CC6)([P](C=7C=CC=CC7)(C=8C=CC=CC8)C=9C=CC=CC9)[P](C=1C=CC=CC1)(C=1C=CC=CC1)C=1C=CC=CC1 (Pd(PPh3)4). The solvent is COCCOC (1,2-dimethoxyethane), C(Cl)Cl (DCM). Conditions: temperature 100 celsius. Yields the product C1(CC1)N1C=NC2=C1C(=CC(=C2)C2=NN(C(=C2)C)C)O[C@H](C)[C@@H]2CC(NC2)=O ((R)-4-((R)-1-((1-cyclopropyl-5-(1,5-dimethyl-1H-pyrazol-3-yl)-1H-benzo[d]imidazol-7-yl)oxy)ethyl)pyrrolidin-2-one). Isolated yield 62.5%. RXN SMILES: [CH:1]1([N:4]2[C:8]3[C:9]([O:22][C@@H:23]([C@H:25]4[CH2:29][NH:28][C:27](=[O:30])[CH2:26]4)[CH3:24])=[CH:10][C:11](B4OC(C)(C)C(C)(C)O4)=[CH:12][C:7]=3[N:6]=[CH:5]2)[CH2:3][CH2:2]1.I[C:32]1[CH:36]=[C:35]([CH3:37])[N:34]([CH3:38])[N:33]=1.C([O-])([O-])=O.[Na+].[Na+].N#N>C1C=CC([P]([Pd]([P](C2C=CC=CC=2)(C2C=CC=CC=2)C2C=CC=CC=2)([P](C2C=CC=CC=2)(C2C=CC=CC=2)C2C=CC=CC=2)[P](C2C=CC=CC=2)(C2C=CC=CC=2)C2C=CC=CC=2)(C2C=CC=CC=2)C2C=CC=CC=2)=CC=1.C(Cl)Cl.COCCOC>[CH:1]1([N:4]2[C:8]3[C:9]([O:22][C@@H:23]([C@H:25]4[CH2:29][NH:28][C:27](=[O:30])[CH2:26]4)[CH3:24])=[CH:10][C:11]([C:32]4[CH:36]=[C:35]([CH3:37])[N:34]([CH3:38])[N:33]=4)=[CH:12][C:7]=3[N:6]=[CH:5]2)[CH2:3][CH2:2]1 |f:2.3.4,^1:50,52,71,90|. Procedure: To a microwave tube equipped with a stirring bar, (R)-4-((R)-1-((1-cyclopropyl-5-(4,4,5,5-tetramethyl-1,3,2-dioxaborolan-2-yl)-1H-benzo[d]imidazol-7-yl)oxy)ethyl)pyrrolidin-2-one: (120 mg, 0.292 mmol), 3-iodo-1,5-dimethyl-1H-pyrazole (129.6 mg, 0.584 mmol), 1,2-dimethoxyethane (2 mL), 1 N Na2CO3 aqueous solution (0.96 mL, 0.96 mmol) were added, the mixture was bubbled N2 for 5 minutes before Pd(PPh3)4 (33.7 mg, 0.029 mmol) was added. The tube was sealed and heated in an oil bath at 100° C. for 2...